Dataset: the Open Reaction Database (ORD), a public repository of structured organic reaction records. Task: describe an organic reaction: reactants, conditions, products, and yield The reactants are C(=O)(OC)/C=C/C1=CC=C(C=C1)C (4-{(E)-2-carbomethoxyethenyl}toluene), BrN1C(CCC1=O)=O (N-bromosuccinimide). Run in C(Cl)(Cl)(Cl)Cl (carbon tetrachloride). Product: C(=O)(OC)/C=C/C1=CC=C(CBr)C=C1 (4-{(E)-2-carbomethoxyethenyl}benzyl bromide). Isolated yield 99.3%. As a reaction SMILES: [C:1](/[CH:5]=[CH:6]/[C:7]1[CH:12]=[CH:11][C:10]([CH3:13])=[CH:9][CH:8]=1)([O:3][CH3:4])=[O:2].[Br:14]N1C(=O)CCC1=O>C(Cl)(Cl)(Cl)Cl>[C:1](/[CH:5]=[CH:6]/[C:7]1[CH:8]=[CH:9][C:10]([CH2:13][Br:14])=[CH:11][CH:12]=1)([O:3][CH3:4])=[O:2]. Procedure details: A mixture of 4-{(E)-2-carbomethoxyethenyl}toluene (17.6 g), N-bromosuccinimide (17.8 g) and a trace of dibenzoxylperoxide was refluxed in carbon tetrachloride under illumination until the brown-red colour disappeared. Filtration and evaporation of the solvent gave 4-{(E)-2-carbomethoxyethenyl}benzyl bromide (25.3 g). This was dissolved in dry tetrahydrofuran, heated with the sodium salt of ethyl acetoacetate (15.2 g) and a trace of potassium iodide and refluxed for 1.5 days. The solvent was remo... Reactants: [N+](=O)([O-])C1=CC=C(C(=O)Cl)C=C1 (ρ-nitrobenzoyl chloride), Cl (hydrochloric acid), [Cl-].[Al+3].[Cl-].[Cl-] (aluminum chloride), CN1C(=CC=C1)CC#N (1-methylpyrrole-2-acetonitrile). The solvent is ClCCCl (1,2-dichloroethane), ClCCCl (1,2-dichloroethane), ClCCCl (1,2-dichloroethane). Product: [N+](=O)([O-])C1=CC=C(C(=O)C2=CC=C(N2C)CC#N)C=C1 (5-(ρ-nitrobenzoyl)-1-methylpyrrole-2-acetonitrile). RXN SMILES: [N+:1]([C:4]1[CH:12]=[CH:11][C:7]([C:8](Cl)=[O:9])=[CH:6][CH:5]=1)([O-:3])=[O:2].[Cl-].[Al+3].[Cl-].[Cl-].[CH3:17][N:18]1[CH:22]=[CH:21][CH:20]=[C:19]1[CH2:23][C:24]#[N:25].Cl>ClCCCl>[N+:1]([C:4]1[CH:12]=[CH:11][C:7]([C:8]([C:22]2[N:18]([CH3:17])[C:19]([CH2:23][C:24]#[N:25])=[CH:20][CH:21]=2)=[O:9])=[CH:6][CH:5]=1)([O-:3])=[O:2] |f:1.2.3.4|. Procedure: A solution of 46.4 g. (0.25 mole) of ρ-nitrobenzoyl chloride in 100 ml. 1,2-dichloroethane is added portionwise to a suspension of 32.2 g. (0.25 mole) aluminum chloride in 100 ml. 1,2-dichloroethane. This mixture is added dropwise to a chilled solution of 30.0 g. (0.25 mole) 1-methylpyrrole-2-acetonitrile in 100 ml. 1,2-dichloroethane. After the addition is complete, the mixture is stirred for twenty minutes at room temperature, and then refluxed for four times. It is poured into ice acidified w... The reactants are COC=1C=C(C=C(C1)OC)NS(=O)(=O)CCCCl (N-(3,5-Dimethoxyphenyl)-3-chloro-1-propanesulfonamide), C([O-])([O-])=O.[K+].[K+] (potassium carbonate), CNCCC1=CC(OC)=C(OC)C=C1 (N-methylhomoveratrylamine). Solvent: C=1(C(=CC=CC1)C)C (xylene). Conditions: time 3 day. The product is COC=1C=C(C=C(C1)OC)NS(=O)(=O)CCCN(C)CCC1=CC(=C(C=C1)OC)OC (N-(3,5-dimethoxyphenyl)-3-[[2-(3,4-dimethoxyphenyl)ethyl]methylamino]-1-propanesulfonamide). As a reaction SMILES: [CH3:1][O:2][C:3]1[CH:4]=[C:5]([NH:11][S:12]([CH2:15][CH2:16][CH2:17]Cl)(=[O:14])=[O:13])[CH:6]=[C:7]([O:9][CH3:10])[CH:8]=1.C(=O)([O-])[O-].[K+].[K+].[CH3:25][NH:26][CH2:27][CH2:28][C:29]1[CH:38]=[CH:37][C:34]([O:35][CH3:36])=[C:31]([O:32][CH3:33])[CH:30]=1>C1(C)C(C)=CC=CC=1>[CH3:1][O:2][C:3]1[CH:4]=[C:5]([NH:11][S:12]([CH2:15][CH2:16][CH2:17][N:26]([CH2:27][CH2:28][C:29]2[CH:38]=[CH:37][C:34]([O:35][CH3:36])=[C:31]([O:32][CH3:33])[CH:30]=2)[CH3:25])(=[O:14])=[O:13])[CH:6]=[C:7]([O:9][CH3:10])[CH:8]=1 |f:1.2.3|. Reported procedure: N-(3,5-Dimethoxyphenyl)-3-chloro-1-propanesulfonamide prepared in the preceding paragraph (16.56 g, 0.057 mol) was dissolved in xylene (300 mL) containing potassium carbonate (7.86 g, 0.057 mol) and N-methylhomoveratrylamine (11.13 g, 0.057 mol) and the reaction warmed and stirred three days. Filtration, stripping of solvent and chromatography on dry-column silica gel (1100 g) with 5% methanol/ethyl acetate provided crude N-(3,5-dimethoxyphenyl)-3-[[2-(3,4-dimethoxyphenyl)ethyl]methylamino]-1-pr... Reactants: purified product, ClC1=CC=2C(=NN(N2)C2=C(C=CC(=C2)CCO)O)C=C1 (2-(5-chloro-2H-benzotriazole-2-yl)-4-(2-hydroxyethyl)phenol), C=O (paraformaldehyde), C(C)NCC (diethylamine). Solvent: C(CCC)O (n-butanol). Reaction conditions: temperature 105 celsius. The product is ClC1=CC=2C(=NN(N2)C2=C(C(=CC(=C2)CCO)CN(CC)CC)O)C=C1 (2-(5-chloro-2H-benzotriazole-2-yl)-4-(2-hydroxyethyl)-6-(N,N-diethylaminomethyl)phenol). The yield is 93.9%. Reaction SMILES: [Cl:1][C:2]1[CH:20]=[CH:19][C:5]2=[N:6][N:7]([C:9]3[CH:14]=[C:13]([CH2:15][CH2:16][OH:17])[CH:12]=[CH:11][C:10]=3[OH:18])[N:8]=[C:4]2[CH:3]=1.[CH2:21]=O.[CH2:23]([NH:25][CH2:26][CH3:27])[CH3:24]>C(O)CCC>[Cl:1][C:2]1[CH:20]=[CH:19][C:5]2=[N:6][N:7]([C:9]3[CH:14]=[C:13]([CH2:15][CH2:16][OH:17])[CH:12]=[C:11]([CH2:21][N:25]([CH2:26][CH3:27])[CH2:23][CH3:24])[C:10]=3[OH:18])[N:8]=[C:4]2[CH:3]=1. Procedure: In 25 ml of n-butanol were dissolved 29.0 g (0.1 mols) of the purified product of 2-(5-chloro-2H-benzotriazole-2-yl)-4-(2-hydroxyethyl)phenol synthesized in Example 7, 5.2 g of 80% paraformaldehyde and 11.0 g (0.15 mols) of diethylamine. The solution was refluxed with heating at 105° C. for 24 hours. After completion of the reaction, the solvent and remaining raw materials were collected under reduced pressure, giving 37.0 g of objective 2-(5-chloro-2H-benzotriazole-2-yl)-4-(2-hydroxyethyl)-6-(N... The reactants are Cl (HCl), NC1=C(C(=O)OC)C=CC(=C1)Cl (methyl 2-amino-4-chlorobenzoate), ClS(=O)(=O)C1=CC=CC2=NSN=C21 (4-chlorosulfonyl-2,1,3-benzothiadiazole), N1=CC=CC=C1 (pyridine). The reagents and catalysts are CN(C)C=1C=CN=CC1 (DMAP). The solvent is C(Cl)Cl (DCM). Run at time 8 hour. Product: COC(C1=C(C=C(C=C1)Cl)NS(=O)(=O)C1=CC=CC=2C1=NSN2)=O (2-(Benzo[1,2,5]thiadiazole-4-sulfonylamino)-4-chlorobenzoic acid methyl ester). Isolated yield 80.5%. Reaction SMILES: [NH2:1][C:2]1[CH:11]=[C:10]([Cl:12])[CH:9]=[CH:8][C:3]=1[C:4]([O:6][CH3:7])=[O:5].Cl[S:14]([C:17]1[C:25]2[C:21](=[N:22][S:23][N:24]=2)[CH:20]=[CH:19][CH:18]=1)(=[O:16])=[O:15].N1C=CC=CC=1.Cl>C(Cl)Cl.CN(C1C=CN=CC=1)C>[CH3:7][O:6][C:4](=[O:5])[C:3]1[CH:8]=[CH:9][C:10]([Cl:12])=[CH:11][C:2]=1[NH:1][S:14]([C:17]1[C:25]2=[N:24][S:23][N:22]=[C:21]2[CH:20]=[CH:19][CH:18]=1)(=[O:16])=[O:15]. Procedure details: To a solution of methyl 2-amino-4-chlorobenzoate (7.0 g, 37.7 mmol) in DCM (75 mL) at room temperature (rt) was added 4-chlorosulfonyl-2,1,3-benzothiadiazole (9.45 g, 39.6 mmol), pyridine (9.1 mL, 112 mmol), and DMAP (0.23 g, 1.88 mmol). The mixture was stirred at rt overnight, poured into 1 N HCl (200 mL), and extracted with DCM (2×100 mL). The combined organic layers were dried (Na2SO4) and concentrated. The crude residue was purified by flash chromatography (hexanes/EtOAc) to afford the title...